describe an organic reaction: reactants, conditions, products, and yield From a dataset of the Open Reaction Database (ORD), a public repository of structured organic reaction records. Starting materials: ClC1=NC=C(C=C1)C(=O)NC=1SC(=C(N1)C=1OC=CC1)N1CCOCC1 (2-Chloro-N-[4-(2-furyl)-5-morpholinothiazol-2-yl]pyridine-5-carboxamide), N1CCOCC1 (morpholine). Solvent: O1CCOCC1 (1,4-dioxane). The product is O1C(=CC=C1)C=1N=C(SC1N1CCOCC1)NC(=O)C=1C=CC(=NC1)N1CCOCC1 (N-[4-(2-Furyl)-5-morpholinothiazol-2-yl]-2-morpholinopyridine-5-carboxamide). Isolated yield 84.3%. Reaction SMILES: Cl[C:2]1[CH:7]=[CH:6][C:5]([C:8]([NH:10][C:11]2[S:12][C:13]([N:21]3[CH2:26][CH2:25][O:24][CH2:23][CH2:22]3)=[C:14]([C:16]3[O:17][CH:18]=[CH:19][CH:20]=3)[N:15]=2)=[O:9])=[CH:4][N:3]=1.[NH:27]1[CH2:32][CH2:31][O:30][CH2:29][CH2:28]1>O1CCOCC1>[O:17]1[CH:18]=[CH:19][CH:20]=[C:16]1[C:14]1[N:15]=[C:11]([NH:10][C:8]([C:5]2[CH:6]=[CH:7][C:2]([N:27]3[CH2:32][CH2:31][O:30][CH2:29][CH2:28]3)=[N:3][CH:4]=2)=[O:9])[S:12][C:13]=1[N:21]1[CH2:26][CH2:25][O:24][CH2:23][CH2:22]1. Procedure: Compound 32 (391 mg, 1.00 mmol) was dissolved in 1,4-dioxane (10 mL), and morpholine (0.44 mL, 5.00 mmol) was added thereto, followed by stirring under heating and reflux for 10 hours. The reaction mixture was concentrated under reduced pressure, and a saturated aqueous solution of sodium chloride was added to the resulting residue, followed by extraction with chloroform. The organic layer was washed with a saturated aqueous solution of sodium chloride and dried over anhydrous magnesium sulfate,... The reactants are COc1cccc(C=O)c1OCc1ccccc1, CC(=O)O, NCCC(=O)O, O=C1CNC(=O)N1, O. The product is COc1cccc(C=C2NC(=O)NC2=O)c1OCc1ccccc1. RXN SMILES: [CH2:1]([c:2]1[cH:3][cH:4][cH:5][cH:6][cH:7]1)[O:8][c:9]1[c:10]([CH:11]=[O:12])[cH:13][cH:14][cH:15][c:16]1[O:17][CH3:18].[CH3:32][C:33](=[O:34])[OH:35].[NH2:26][CH2:27][CH2:28][C:29]([OH:30])=[O:31].[O:19]=[C:20]1[CH2:21][NH:22][C:23](=[O:24])[NH:25]1.[OH2:36]>>[CH2:1]([c:2]1[cH:3][cH:4][cH:5][cH:6][cH:7]1)[O:8][c:9]1[c:10]([CH:11]=[C:21]2[C:20](=[O:19])[NH:25][C:23](=[O:24])[NH:22]2)[cH:13][cH:14][cH:15][c:16]1[O:17][CH3:18]. The reactants are intermediate 19, FC1=C(C(=CC=C1)F)O (2,6-difluoro-phenol), COC(C(CC(CC)CC)Br)=O (2-bromo-4-ethyl-hexanoic acid methyl ester), ClC=1C(N(N=CC1Cl)C1OCCCC1)=O (4,5-dichloro-2-(tetrahydropyran-2-yl)-2H-pyridazin-3-one), ClC=1C(N(N=CC1Cl)C1OCCCC1)=O (4,5-dichloro-2-(tetrahydropyran-2-yl)-2H-pyridazin-3-one), COC(C(CC(CC)CC)Br)=O (2-bromo-4-ethyl-hexanoic acid methyl ester). The product is FC1=C(OC=2C=NN(C(C2)=O)C(C(=O)O)CC(CC)CC)C(=CC=C1)F (2-[4-(2,6-difluoro-phenoxy)-6-oxo-6H-pyridazin-1-yl]-4-ethyl-hexanoic acid). Reaction SMILES: Cl[C:2]1[C:3](=[O:15])[N:4](C2CCCCO2)[N:5]=[CH:6][C:7]=1Cl.[F:16][C:17]1[CH:22]=[CH:21][CH:20]=[C:19]([F:23])[C:18]=1[OH:24].C[O:26][C:27](=[O:36])[CH:28](Br)[CH2:29][CH:30]([CH2:33][CH3:34])[CH2:31][CH3:32]>>[F:16][C:17]1[CH:22]=[CH:21][CH:20]=[C:19]([F:23])[C:18]=1[O:24][C:7]1[CH:6]=[N:5][N:4]([CH:28]([CH2:29][CH:30]([CH2:33][CH3:34])[CH2:31][CH3:32])[C:27]([OH:26])=[O:36])[C:3](=[O:15])[CH:2]=1. Reported procedure: In an analogous manner to the stepwise sequence outlined in intermediate 19, starting from 4,5-dichloro-2-(tetrahydropyran-2-yl)-2H-pyridazin-3-one (Intermediate 20) and 2,6-difluoro-phenol and alkylating with 2-bromo-4-ethyl-hexanoic acid methyl ester (Intermediate 17) afforded 2-[4-(2,6-difluoro-phenoxy)-6-oxo-6H-pyridazin-1-yl]-4-ethyl-hexanoic acid as a white solid (599.8 mg, 88% for the final step); ES+-HRMS m/e calcd for C18H20N2O4F2 [M+H+] 367.1464, found 367.1462. 1H NMR (400 MHz, DMSO-d...